From a dataset of the Open Reaction Database (ORD), a public repository of structured organic reaction records. describe an organic reaction: reactants, conditions, products, and yield The reactants are [Al+3], [Al], Cc1ccc2c(c1)c1ccccc1n2CCC#N, [Cl-], [Cl-], [Cl-], Cl, O=C1OC(=O)c2ccccc21, c1ccccc1. Product: Cc1ccc2c(c1)c1cc(C(=O)c3ccccc3C(=O)O)ccc1n2CCC#N. RXN SMILES: [Al+3:31].[Al:35].[CH3:1][c:2]1[cH:3][c:4]2[c:5]3[cH:6][cH:7][cH:8][cH:9][c:10]3[n:11]([CH2:15][CH2:16][C:17]#[N:18])[c:12]2[cH:13][cH:14]1.[Cl-:30].[Cl-:32].[Cl-:33].[ClH:34].[O:19]=[C:20]1[O:21][C:22](=[O:23])[c:24]2[cH:25][cH:26][cH:27][cH:28][c:29]21.[cH:36]1[cH:37][cH:38][cH:39][cH:40][cH:41]1>>[CH3:1][c:2]1[cH:3][c:4]2[c:5]3[cH:6][c:7]([C:20](=[O:19])[c:29]4[c:24]([C:22]([OH:21])=[O:23])[cH:25][cH:26][cH:27][cH:28]4)[cH:8][cH:9][c:10]3[n:11]([CH2:15][CH2:16][C:17]#[N:18])[c:12]2[cH:13][cH:14]1.